Dataset: the Open Reaction Database (ORD), a public repository of structured organic reaction records. Task: describe an organic reaction: reactants, conditions, products, and yield Reactants: B, C1CCOC1, CO, CN(C(=O)CC(CCN1CCC(Cc2ccccc2)CC1)c1ccc(Cl)c(Cl)c1)c1ccc(Cl)cc1. Product: CN(CCC(CCN1CCC(Cc2ccccc2)CC1)c1ccc(Cl)c(Cl)c1)c1ccc(Cl)cc1. RXN SMILES: [BH3:37].[CH2:40]1[O:41][CH2:42][CH2:43][CH2:44]1.[CH3:38][OH:39].[Cl:1][c:2]1[cH:3][cH:4][c:5]([N:8]([C:9]([CH2:10][CH:11]([CH2:12][CH2:13][N:14]2[CH2:15][CH2:16][CH:17]([CH2:20][c:21]3[cH:22][cH:23][cH:24][cH:25][cH:26]3)[CH2:18][CH2:19]2)[c:27]2[cH:28][c:29]([Cl:34])[c:30]([Cl:33])[cH:31][cH:32]2)=[O:35])[CH3:36])[cH:6][cH:7]1>>[Cl:1][c:2]1[cH:3][cH:4][c:5]([N:8]([CH2:9][CH2:10][CH:11]([CH2:12][CH2:13][N:14]2[CH2:15][CH2:16][CH:17]([CH2:20][c:21]3[cH:22][cH:23][cH:24][cH:25][cH:26]3)[CH2:18][CH2:19]2)[c:27]2[cH:28][c:29]([Cl:34])[c:30]([Cl:33])[cH:31][cH:32]2)[CH3:36])[cH:6][cH:7]1. Reactants: N(=[N+]=[N-])C(C(=O)OCC)=CC=1C=2N(C=CC1)C=CN2 (Ethyl α-azido-β-(imidazo[1,2-a]pyridin-8-yl)propenoate), ( 20 ), ( 9 ), [K+].[Br-] (KBr), ( 100 ). Product: N1=CCN2C1=C1C(C=C2)=NC(=C1)C(=O)OCC (Ethyl imidazo[1,2-a]pyrrolo[3,2-c]pyridine-8-carboxylate). RXN SMILES: [N:1]([C:4](=[CH:10][C:11]1[C:12]2[N:13]([CH:17]=[CH:18][N:19]=2)[CH:14]=[CH:15][CH:16]=1)[C:5]([O:7][CH2:8][CH3:9])=[O:6])=[N+]=[N-].[K+].[Br-]>>[N:19]1[C:12]2=[C:11]3[CH:10]=[C:4]([C:5]([O:7][CH2:8][CH3:9])=[O:6])[N:1]=[C:16]3[CH:15]=[CH:14][N:13]2[CH2:17][CH:18]=1 |f:1.2|. Procedure: From 6a (yield: 84%); mp 154-156° C.; IR (KBr) 3276, 2924, 1684, 1252 cm−1; 1H NMR (400 MHz, CDCl3) δ 1.38 (t, 3H, J=7 Hz), 4.38 (q, 2H, J=7 Hz), 7.05 (d, 1H, J=7 Hz), 7.36 (s, 1H), 7.40 (s, 1H), 7.88 (s, 1H), 8.32 (d, 1H, J=7 Hz), 12.53 (brs, 1H); 13C NMR (100 MHz, CDCl3) δ 14.3, 60.4, 101.5, 106.5, 113.5, 113.7, 124.5, 125.6, 130.3, 133.0, 140.7, 160.6; MS m/z 229 (M+, 73), 183 (100), 155 (20), 129 (9). Anal. Calcd for C12H11N3O2: C, 62.87; H, 4.84; N, 18.33. Found: C, 63.11; H, 4.75; N, 18.22... The reactants are O=C([O-])[O-], O=C([O-])[O-], CO, C#CC(C)(O)CCC(C)CC, [Ca+2], [H][H], [Pd+2], [Zn]. The product is C=CC(C)(O)CCC(C)CC. RXN SMILES: [C:16](=[O:17])([O-:18])[O-:19].[C:22](=[O:23])([O-:24])[O-:25].[CH3:14][OH:15].[CH3:1][C:2]([C:3]#[CH:4])([CH2:5][CH2:6][CH:7]([CH2:8][CH3:9])[CH3:10])[OH:11].[Ca+2:20].[H:12][H:13].[Pd+2:21].[Zn:26]>>[CH3:1][C:2]([CH:3]=[CH2:4])([CH2:5][CH2:6][CH:7]([CH2:8][CH3:9])[CH3:10])[OH:11].